This data is from the Open Reaction Database (ORD), a public repository of structured organic reaction records. The task is: describe an organic reaction: reactants, conditions, products, and yield Starting materials: COC(C(C(=O)OC)OC1=C(C=CC=C1)OC)=O (dimethyl-(o-methoxyphenoxy)malonate), C[O-].[Na+] (sodium methylate), NC(=S)N (thiourea). Run in CO (methanol). Reaction conditions: temperature 10 celsius, time 130 minute. Yields the product COC1=C(OC2C(NC(NC2=O)=S)=O)C=CC=C1 (5-(o-methoxyphenoxy)-2-thioxo-dihydro-pyrimidine-4,6-dione). The yield is 89.6%. Reaction SMILES: C[O-].[Na+].C[O:5][C:6](=O)[CH:7]([O:12][C:13]1[CH:18]=[CH:17][CH:16]=[CH:15][C:14]=1[O:19][CH3:20])[C:8](OC)=[O:9].[NH2:22][C:23]([NH2:25])=[S:24]>CO>[CH3:20][O:19][C:14]1[CH:15]=[CH:16][CH:17]=[CH:18][C:13]=1[O:12][CH:7]1[C:6](=[O:5])[NH:25][C:23](=[S:24])[NH:22][C:8]1=[O:9] |f:0.1|. Reported procedure: 12.15 g sodium methylate was dissolved in 200 ml methanol and 21.1 g dimethyl-(o-methoxyphenoxy)malonate was added. Stirring was continued for 130 min. The mixture was cooled to 10° C. and 7.6 g thiourea was added. Stirring was continued for 24 h. The solvent was evaporated in vacuo. The residue was stirred with diethyl ether. The ether layer was filtered off and the solid was dissolved in 60 ml water and acidified to pH=4 with conc. acetic acid. The precipitated product was filtered and washed ... The reactants are B, CN(C)C, CC(=O)O, Oc1ccc(N=Cc2ccccc2)cc1F, [Na+], [OH-]. Yields the product CC(=O)N(Cc1ccccc1)c1ccc(O)c(F)c1. As a reaction SMILES: [BH3:17].[CH3:18][N:19]([CH3:20])[CH3:21].[CH3:24][C:25]([OH:26])=[O:27].[CH:1]([c:2]1[cH:3][cH:4][cH:5][cH:6][cH:7]1)=[N:8][c:9]1[cH:10][c:11]([F:16])[c:12]([OH:15])[cH:13][cH:14]1.[Na+:23].[OH-:22]>>[CH2:1]([c:2]1[cH:3][cH:4][cH:5][cH:6][cH:7]1)[N:8]([c:9]1[cH:10][c:11]([F:16])[c:12]([OH:15])[cH:13][cH:14]1)[C:25]([CH3:24])=[O:26]. Starting materials: [H-].[H-].[H-].[H-].[Li+].[Al+3] (LAH), CN1C(=CC2=CC=CC=C12)C(=O)NC (1-methyl-2-(methylaminocarbonyl)indole), O (H2O). Run in C1CCOC1 (THF). Run at time 8 hour. The product is CN1C(=CC2=CC=CC=C12)CNC (1-Methyl-2-(methylamino)methylindole). Isolated yield 19.9%. As a reaction SMILES: [H-].[H-].[H-].[H-].[Li+].[Al+3].[CH3:7][N:8]1[C:16]2[C:11](=[CH:12][CH:13]=[CH:14][CH:15]=2)[CH:10]=[C:9]1[C:17]([NH:19][CH3:20])=O.O>C1COCC1>[CH3:7][N:8]1[C:16]2[C:11](=[CH:12][CH:13]=[CH:14][CH:15]=2)[CH:10]=[C:9]1[CH2:17][NH:19][CH3:20] |f:0.1.2.3.4.5|. Reported procedure: LAH (50 mL, 1M solution in THF) was added dropwise through a syringe to a solution of 1-methyl-2-(methylaminocarbonyl)indole (2.33 g, 12.4 mmol) in anhydrous THF (10 mL) with cooling, and the resulting solution was stirred at RT under argon overnight. H2O was added dropwise with cooling to destroy excess LAH, and the colorless precipitate was removed by filtration and washed with THF. The filtrate was dried (K2CO3), concentrated, and purified by silica gel flash chromatography to afford the titl... Reactants: O(C1=CC=CC=C1)CC(C)=O (phenoxyacetone), N (ammonia), C1(=CC=C(C=C1)S(=O)(=O)O)C (p-toluene sulphonic acid). The solvent is O1CCCC1 (tetrahydrofuran). Conditions: time 24 hour. Yields the product NC(=COC1=CC=CC=C1)C (2-Amino-1-phenoxy-propene). RXN SMILES: [O:1]([CH2:8][C:9](=O)[CH3:10])[C:2]1[CH:7]=[CH:6][CH:5]=[CH:4][CH:3]=1.[NH3:12].C1(C)C=CC(S(O)(=O)=O)=CC=1>O1CCCC1>[NH2:12][C:9]([CH3:10])=[CH:8][O:1][C:2]1[CH:7]=[CH:6][CH:5]=[CH:4][CH:3]=1. Procedure details: 0.2 mol of phenoxyacetone in 200 ml of tetrahydrofuran is saturated at reflux temperature with ammonia gas with the addition of 0.2 g of p-toluene sulphonic acid. The mixture is allowed to stand at room temperature for 24 hours and the solvent is then removed by evaporation in vacuo. The evaporation residue is employed crude in the reaction of Example 5B. Reactants: CN(C(C(N1N=C(C=C1C)C1=CC=CC=C1)C)=O)C (N,N,α,5-tetramethyl-3-phenylpyrazole-1-acetamide), C(Cl)(Cl)(Cl)Cl (carbon tetrachloride), ClOC(C)(C)C (tert-butyl hypochlorite), BrBr (bromine). Run in C(C)(=O)O (acetic acid). Product: ClC=1C(=NN(C1)C(C(=O)N(C)C)C)C1=C(C=CC=C1)Cl (4-chloro-3-(o-chlorophenyl)-N,N,α-trimethylpyrazole-1-acetamide). RXN SMILES: [CH3:1][N:2]([CH3:19])[C:3](=[O:18])[CH:4]([CH3:17])[N:5]1[C:9](C)=[CH:8][C:7]([C:11]2C=[CH:15][CH:14]=[CH:13][CH:12]=2)=[N:6]1.[Cl:20]OC(C)(C)C.BrBr.[C:28]([Cl:32])(Cl)(Cl)Cl>C(O)(=O)C>[Cl:20][C:8]1[C:7]([C:11]2[CH:12]=[CH:13][CH:14]=[CH:15][C:28]=2[Cl:32])=[N:6][N:5]([CH:4]([CH3:17])[C:3]([N:2]([CH3:19])[CH3:1])=[O:18])[CH:9]=1. Reported procedure: Following the procedure of Example 108, but substituting 3-(o-chlorophenyl)-N,N,α-trimethylpyrazole-1-acetamide for N,N,α,5-tetramethyl-3-phenylpyrazole-1-acetamide, tert-butyl hypochlorite for bromine, and carbon tetrachloride for acetic acid as the reaction solvent, there was obtained 4-chloro-3-(o-chlorophenyl)-N,N,α-trimethylpyrazole-1-acetamide having a melting point of 108°-111° C. Reactants: ClC=1C=C(C=CC1)N1N=C(N=C1)C(=O)N1C(CN(CC1)C(=O)C1=NC(=CC=C1)C1=CCCC1)(C)C ([1-(3-chloro-phenyl)-1H-[1,2,4]-triazol-3-yl]-[4-(6-cyclopent-1-enyl-pyridine-2-carbonyl]-2,2-dimethyl-piperazin-1-yl]-methanone). Reagents/catalysts: [Pd] (palladium on carbon). Solvent: CCOC(=O)C (EtOAc). Reaction conditions: time 3.5 hour. Yields the product ClC=1C=C(C=CC1)N1N=C(N=C1)C(=O)N1C(CN(CC1)C(=O)C1=NC(=CC=C1)C1CCCC1)(C)C ([1-(3-Chloro-phenyl)-1H-[1,2,4]-triazol-3-yl]-[4-(6-cyclopentyl-pyridine-2-carbonyl]-2,2-dimethyl-piperazin-1-yl]-methanone). RXN SMILES: [Cl:1][C:2]1[CH:3]=[C:4]([N:8]2[CH:12]=[N:11][C:10]([C:13]([N:15]3[CH2:20][CH2:19][N:18]([C:21]([C:23]4[CH:28]=[CH:27][CH:26]=[C:25]([C:29]5[CH2:33][CH2:32][CH2:31][CH:30]=5)[N:24]=4)=[O:22])[CH2:17][C:16]3([CH3:35])[CH3:34])=[O:14])=[N:9]2)[CH:5]=[CH:6][CH:7]=1>[Pd].CCOC(C)=O>[Cl:1][C:2]1[CH:3]=[C:4]([N:8]2[CH:12]=[N:11][C:10]([C:13]([N:15]3[CH2:20][CH2:19][N:18]([C:21]([C:23]4[CH:28]=[CH:27][CH:26]=[C:25]([CH:29]5[CH2:33][CH2:32][CH2:31][CH2:30]5)[N:24]=4)=[O:22])[CH2:17][C:16]3([CH3:35])[CH3:34])=[O:14])=[N:9]2)[CH:5]=[CH:6][CH:7]=1. Procedure: A mixture of 15 mg (31 μmol) [1-(3-chloro-phenyl)-1H-[1,2,4]-triazol-3-yl]-[4-(6-cyclopent-1-enyl-pyridine-2-carbonyl]-2,2-dimethyl-piperazin-1-yl]-methanone and 4 mg palladium on carbon in 5.0 mL EtOAc was hydrogenated at RT for 3.5 h. The catalyst was removed by filtration and the solvent was evaporated in vacuo. The resulting residue was purified by HPLC. Starting materials: ClCCl, CC(=O)OC(C)=O, NCCCNc1cc(C(c2cc(F)ccc2F)S(=O)(=O)c2ccc(Cl)cc2)c(Cl)cn1, Cl, Cl, c1ccncc1. The product is CC(=O)NCCCNc1cc(C(c2cc(F)ccc2F)S(=O)(=O)c2ccc(Cl)cc2)c(Cl)cn1. As a reaction SMILES: [CH2:47]([Cl:48])[Cl:49].[CH3:40][C:41](=[O:42])[O:43][C:44](=[O:45])[CH3:46].[Cl:3][c:4]1[c:5]([CH:15]([c:16]2[c:17]([F:23])[cH:18][cH:19][c:20]([F:22])[cH:21]2)[S:24](=[O:25])(=[O:26])[c:27]2[cH:28][cH:29][c:30]([Cl:33])[cH:31][cH:32]2)[cH:6][c:7]([NH:10][CH2:11][CH2:12][CH2:13][NH2:14])[n:8][cH:9]1.[ClH:1].[ClH:2].[cH:34]1[cH:35][cH:36][n:37][cH:38][cH:39]1>>[Cl:3][c:4]1[c:5]([CH:15]([c:16]2[c:17]([F:23])[cH:18][cH:19][c:20]([F:22])[cH:21]2)[S:24](=[O:25])(=[O:26])[c:27]2[cH:28][cH:29][c:30]([Cl:33])[cH:31][cH:32]2)[cH:6][c:7]([NH:10][CH2:11][CH2:12][CH2:13][NH:14][C:41]([CH3:40])=[O:42])[n:8][cH:9]1. Starting materials: ClCC(=O)OC (methyl 2-chloroacetate), C(C1=CC=CC=C1)SC(NN)=S (dithiocarbazic acid-S-benzyl ester), O1CCCC1 (tetrahydrofuran). Conditions: time 16 hour. Product: C(C1=CC=CC=C1)SC1=NNC(=C1C(=O)OC)C (3-Benzylthio-5-methyl-4-methoxycarbonyl pyrazole). Reaction SMILES: Cl[CH2:2][C:3]([O:5][CH3:6])=[O:4].[CH2:7]([S:14][C:15](=S)[NH:16][NH2:17])[C:8]1[CH:13]=[CH:12][CH:11]=[CH:10][CH:9]=1.O1CC[CH2:21][CH2:20]1>>[CH2:7]([S:14][C:15]1[C:2]([C:3]([O:5][CH3:6])=[O:4])=[C:20]([CH3:21])[NH:17][N:16]=1)[C:8]1[CH:13]=[CH:12][CH:11]=[CH:10][CH:9]=1. Procedure details: At room temperature, 47 g of methyl 2-chloroacetate is added to a solution of 55 g of dithiocarbazic acid-S-benzyl ester in 250 ml of tetrahydrofuran. After stirring for 16 hours at room temperature, the precipitated solids mixture is filtered and washed with diethyl ether, and the residue is stirred into 200 ml of 12% strength ammonia solution. The product has the sulfur removed from it by extraction with methylene chloride. After drying over sodium sulfate, the methylene chloride is distilled ...